Dataset: the Open Reaction Database (ORD), a public repository of structured organic reaction records. Task: describe an organic reaction: reactants, conditions, products, and yield Starting materials: C1(=CC=CC=C1)S(=O)(=O)CC1=CC=C(C(=C1C(=O)OC)OCCN(C)C(=O)OC(C)(C)C)C1=COC=C1 (Methyl 6-(benzenesulphonylmethyl)-2-[2-(N-t-butoxycarbonyl-N-methylamino)ethoxy]-3-(furan-3-yl)benzoate), C(C)(C)(C)OC(=O)NC(CO)C (2-(N-t-butoxycarbonylamino)-1-propanol), C1(=CC=CC=C1)S(=O)(=O)CC1=CC=C(C(=C1C(=O)O)O)C1=COC=C1 (6-(benzenesulphonylmethyl)-3-(furan-3-yl)-2-hydroxybenzoic acid), C1(=CC=CC=C1)S(=O)(=O)CC1=CC=C(C(=C1C(=O)O)O)C1=COC=C1 (6-(benzenesulphonylmethyl)-3-(furan-3-yl)-2-hydroxybenzoic acid). Yields the product C1(=CC=CC=C1)S(=O)(=O)CC1=CC=C(C(=C1C(=O)OC)OCC(C)NC(=O)OC(C)(C)C)C1=COC=C1 (Methyl 6-(benzenesulphonylmethyl)-2-[2-(N-t-butoxycarbonylamino)propoxy]-3-(furan-3-yl)benzoate). As a reaction SMILES: [C:1]1([S:7]([CH2:10][C:11]2[C:16]([C:17]([O:19][CH3:20])=[O:18])=[C:15]([O:21][CH2:22][CH2:23][N:24]([C:26]([O:28][C:29]([CH3:32])([CH3:31])[CH3:30])=[O:27])C)[C:14]([C:33]3[CH:37]=[CH:36][O:35][CH:34]=3)=[CH:13][CH:12]=2)(=[O:9])=[O:8])[CH:6]=[CH:5][CH:4]=[CH:3][CH:2]=1.[C:38]1(S(CC2C(C(O)=O)=C(O)C(C3C=COC=3)=CC=2)(=O)=O)C=CC=CC=1.C(OC(NC(C)CO)=O)(C)(C)C>>[C:1]1([S:7]([CH2:10][C:11]2[C:16]([C:17]([O:19][CH3:20])=[O:18])=[C:15]([O:21][CH2:22][CH:23]([NH:24][C:26]([O:28][C:29]([CH3:30])([CH3:31])[CH3:32])=[O:27])[CH3:38])[C:14]([C:33]3[CH:37]=[CH:36][O:35][CH:34]=3)=[CH:13][CH:12]=2)(=[O:8])=[O:9])[CH:2]=[CH:3][CH:4]=[CH:5][CH:6]=1. Reported procedure: Prepared by proceeding in a similar manner to Intermediate 125, starting from methyl 6-(benzenesulphonylmethyl)-3-(furan-3-yl)-2-hydroxybenzoate (Intermediate 114) and 2-(N-t-butoxycarbonylamino)-1-propanol as a white solid.